describe an organic reaction: reactants, conditions, products, and yield From a dataset of the Open Reaction Database (ORD), a public repository of structured organic reaction records. Reactants: Cc1ncc(Br)cn1, C1CCOC1, CCCCC([Sn])=C(CCCC)CCCC, CN(C)C=O, O, c1ccc(P(c2ccccc2)(c2ccccc2)[Pd](P(c2ccccc2)(c2ccccc2)c2ccccc2)(P(c2ccccc2)(c2ccccc2)c2ccccc2)P(c2ccccc2)(c2ccccc2)c2ccccc2)cc1. As a reaction SMILES: [Br:1][c:2]1[cH:3][n:4][c:5]([CH3:8])[n:6][cH:7]1.[CH2:29]1[O:30][CH2:31][CH2:32][CH2:33]1.[CH2:9]([CH2:10][CH2:22][CH3:23])[C:11]([Sn:12])=[C:13]([CH2:14][CH2:15][CH2:16][CH3:17])[CH2:18][CH2:19][CH2:20][CH3:21].[O:24]=[CH:25][N:26]([CH3:27])[CH3:28].[OH2:34].[cH:35]1[cH:36][cH:37][c:38]([P:39]([Pd:40]([P:41]([c:42]2[cH:43][cH:44][cH:45][cH:46][cH:47]2)([c:48]2[cH:49][cH:50][cH:51][cH:52][cH:53]2)[c:54]2[cH:55][cH:56][cH:57][cH:58][cH:59]2)([P:60]([c:61]2[cH:62][cH:63][cH:64][cH:65][cH:66]2)([c:67]2[cH:68][cH:69][cH:70][cH:71][cH:72]2)[c:73]2[cH:74][cH:75][cH:76][cH:77][cH:78]2)[P:79]([c:80]2[cH:81][cH:82][cH:83][cH:84][cH:85]2)([c:86]2[cH:87][cH:88][cH:89][cH:90][cH:91]2)[c:92]2[cH:93][cH:94][cH:95][cH:96][cH:97]2)([c:98]2[cH:99][cH:100][cH:101][cH:102][cH:103]2)[c:104]2[cH:105][cH:106][cH:107][cH:108][cH:109]2)[cH:110][cH:111]1>>[c:2]1([CH:9]=[CH2:10])[cH:3][n:4][c:5]([CH3:8])[n:6][cH:7]1. Yields the product C=Cc1cnc(C)nc1. Starting materials: resultant solution, [BH4-].[Na+] (sodium borohydride), C1(=CC=CC=C1)SCCCOC1=CC=C(C=O)C=C1 (4-(3-phenylthiopropyloxy)benzaldehyde). Solvent: C(C)(=O)OCC (ethyl acetate), Cl (hydrochloric acid), C(C)(=O)OCC (ethyl acetate), C(C)O (ethanol). Run at time 1 hour. Yields the product C1(=CC=CC=C1)SCCCOC1=CC=C(CO)C=C1 (4-(3-phenylthiopropyloxy)benzyl alcohol). The yield is 53.8%. As a reaction SMILES: [C:1]1([S:7][CH2:8][CH2:9][CH2:10][O:11][C:12]2[CH:19]=[CH:18][C:15]([CH:16]=[O:17])=[CH:14][CH:13]=2)[CH:6]=[CH:5][CH:4]=[CH:3][CH:2]=1.[BH4-].[Na+]>C(O)C.C(OCC)(=O)C.Cl>[C:1]1([S:7][CH2:8][CH2:9][CH2:10][O:11][C:12]2[CH:19]=[CH:18][C:15]([CH2:16][OH:17])=[CH:14][CH:13]=2)[CH:2]=[CH:3][CH:4]=[CH:5][CH:6]=1 |f:1.2|. Procedure details: 1.2 g of 4-(3-phenylthiopropyloxy)benzaldehyde were dissolved in 30 ml of ethanol, and the resultant solution was further added with 0.08 g of sodium borohydride and then stirred for 1 hour at room temperature. After completed the reaction, the solvent used was removed by distillation under reduced pressure, and the residue obtained was dissolved in a mixture of ethyl acetate and dilute hydrochloric acid. The ethyl acetate layer resulted was then washed with dilute hydrochloric acid, aqueous sol... Starting materials: CO, [O-]Cl, [I-], [Na+], [Na+], [Na+], [Na+], [Na+], [OH-], O=C(O)c1cccc(O)c1, O=S([O-])([O-])=S. The product is O=C(O)c1ccc(I)c(O)c1. As a reaction SMILES: [CH3:25][OH:26].[Cl:15][O-:16].[I-:14].[Na+:12].[Na+:13].[Na+:17].[Na+:23].[Na+:24].[OH-:11].[OH:1][C:2](=[O:3])[c:4]1[cH:5][cH:6][cH:7][c:8]([OH:9])[cH:10]1.[S:18]([O-:19])([O-:20])(=[O:21])=[S:22]>>[OH:1][C:2](=[O:3])[c:4]1[cH:5][cH:6][c:7]([I:14])[c:8]([OH:9])[cH:10]1. Reactants: C(C)(=O)N1C(C(C2=CC=C(C=C12)C(=O)OC)=C(C1=CC=CC=C1)OCC)=O (1-acetyl-3-(1-ethoxy-1-phenylmethylene)-6-methoxycarbonyl-2-indolinone), N1(CCCCC1)CC(=O)N(C1=CC=C(C=C1)N)C(C)C (N-(piperidin-1-yl-methylcarbonyl)-N-isopropyl-p-phenylenediamine). The product is N1(CCCCC1)CC(=O)N(C(C)C)C1=CC=C(N\C(\C2=CC=CC=C2)=C\2/C(NC3=CC(=CC=C23)C(=O)OC)=O)C=C1 (3-Z-[1-(4-(N-(piperidin-1-yl-methylcarbonyl)-N-isopropyl-amino)-anilino)-1-phenyl-methylene]-6-methoxycarbonyl-2-indolinone). Reaction SMILES: C([N:4]1[C:12]2[C:7](=[CH:8][CH:9]=[C:10]([C:13]([O:15][CH3:16])=[O:14])[CH:11]=2)[C:6](=[C:17](OCC)[C:18]2[CH:23]=[CH:22][CH:21]=[CH:20][CH:19]=2)[C:5]1=[O:27])(=O)C.[N:28]1([CH2:34][C:35]([N:37]([CH:45]([CH3:47])[CH3:46])[C:38]2[CH:43]=[CH:42][C:41]([NH2:44])=[CH:40][CH:39]=2)=[O:36])[CH2:33][CH2:32][CH2:31][CH2:30][CH2:29]1>>[N:28]1([CH2:34][C:35]([N:37]([C:38]2[CH:39]=[CH:40][C:41]([NH:44]/[C:17](=[C:6]3\[C:5](=[O:27])[NH:4][C:12]4[C:7]\3=[CH:8][CH:9]=[C:10]([C:13]([O:15][CH3:16])=[O:14])[CH:11]=4)/[C:18]3[CH:23]=[CH:22][CH:21]=[CH:20][CH:19]=3)=[CH:42][CH:43]=2)[CH:45]([CH3:47])[CH3:46])=[O:36])[CH2:33][CH2:32][CH2:31][CH2:30][CH2:29]1. Procedure: Prepared from 1-acetyl-3-(1-ethoxy-1-phenylmethylene)-6-methoxycarbonyl-2-indolinone and N-(piperidin-1-yl-methylcarbonyl)-N-isopropyl-p-phenylenediamine Rf value: 0.5 (silica gel, methylene chloride/methanol=9:1) C33H36N4O4 The reactants are CN=C=S, Nc1cc2c(Oc3ccc(Cl)cc3)cncc2s1, c1ccncc1. The product is CNC(=S)Nc1cc2c(Oc3ccc(Cl)cc3)cncc2s1. Reaction SMILES: [CH3:19][N:20]=[C:21]=[S:22].[Cl:1][c:2]1[cH:3][cH:4][c:5]([O:6][c:7]2[c:8]3[c:9]([cH:10][n:11][cH:12]2)[s:13][c:14]([NH2:16])[cH:15]3)[cH:17][cH:18]1.[cH:23]1[cH:24][cH:25][n:26][cH:27][cH:28]1>>[Cl:1][c:2]1[cH:3][cH:4][c:5]([O:6][c:7]2[c:8]3[c:9]([cH:10][n:11][cH:12]2)[s:13][c:14]([NH:16][C:21]([NH:20][CH3:19])=[S:22])[cH:15]3)[cH:17][cH:18]1. Starting materials: ClC=1C(N(C=C(N1)Cl)[C@H](COC)C1CC1)=O.ClC=1N=C(C(N(C1)C[C@@H](OC)C1CC1)=O)NC=1C(=NC(=C(C1)C)OC(F)F)C ((S)-5-Chloro-1-(cyclopropyl-2-methoxyethyl)-3-[6-(difluoromethoxy)-2,5-dimethyl-pyridin-3-ylamino]pyrazin-2(1H)-one (S)-3,5-Dichloro-1-(1-cyclopropyl-2-methoxyethyl)pyrazin-2(1H)-one), FC(OC1=C(C=C(C(=N1)C)N)C)F (6-(difluoromethoxy)-2,5-dimethylpyridin-3-amine), C[Si](C)(C)[N-][Si](C)(C)C.[Na+] (NaHMDS). The solvent is C1CCOC1 (THF). Reaction conditions: temperature 0 celsius, time 15 minute. Yields the product ClC=1N=C(C(N(C1)C[C@@H](OC)C1CC1)=O)NC=1C(=NC(=C(C1)C)OC(F)F)C ((S)-5-chloro-1-(cyclopropyl-2-methoxyethyl)-3-[6-(difluoromethoxy)-2,5-dimethylpyridin-3-ylamino]pyrazin-2(1H)-one). The yield is 93.5%. Reaction SMILES: ClC1C(=O)N([C@@H](C2CC2)COC)C=C(Cl)N=1.[Cl:17][C:18]1[N:19]=[C:20]([NH:32][C:33]2[C:34]([CH3:44])=[N:35][C:36]([O:40][CH:41]([F:43])[F:42])=[C:37]([CH3:39])[CH:38]=2)[C:21](=[O:31])[N:22]([CH2:24][C@H:25]([CH:28]2[CH2:30][CH2:29]2)[O:26][CH3:27])[CH:23]=1.FC(F)OC1N=C(C)C(N)=CC=1C.C[Si]([N-][Si](C)(C)C)(C)C.[Na+]>C1COCC1>[Cl:17][C:18]1[N:19]=[C:20]([NH:32][C:33]2[C:34]([CH3:44])=[N:35][C:36]([O:40][CH:41]([F:43])[F:42])=[C:37]([CH3:39])[CH:38]=2)[C:21](=[O:31])[N:22]([CH2:24][C@H:25]([CH:28]2[CH2:29][CH2:30]2)[O:26][CH3:27])[CH:23]=1 |f:0.1,3.4|. Procedure: (S)-5-Chloro-1-(cyclopropyl-2-methoxyethyl)-3-[6-(difluoromethoxy)-2,5-dimethyl-pyridin-3-ylamino]pyrazin-2(1H)-one (S)-3,5-Dichloro-1-(1-cyclopropyl-2-methoxyethyl)pyrazin-2(1H)-one (15.0 g, 57.0 mmol) and 6-(difluoromethoxy)-2,5-dimethylpyridin-3-amine (10.7 g, 57.0 mmol) were combined under N2 in a 2 L, 3-neck, round-bottomed flask equipped with a thermometer and an addition funnel. THF (570 mL) was added and the mixture was cooled to 0° C. NaHMDS (119.7 mL, 119.7 mmol, 1 M in THF) was added ...